The task is: describe an organic reaction: reactants, conditions, products, and yield. This data is from the Open Reaction Database (ORD), a public repository of structured organic reaction records. The reactants are C1CCOC1, COC(=O)c1ccc2ccccc2c1OCCOc1ccccc1, CO, [Na+], [OH-]. Yields the product O=C(O)c1ccc2ccccc2c1OCCOc1ccccc1. RXN SMILES: [CH2:29]1[O:30][CH2:31][CH2:32][CH2:33]1.[CH3:1][O:2][C:3](=[O:4])[c:5]1[c:6]([O:15][CH2:16][CH2:17][O:18][c:19]2[cH:20][cH:21][cH:22][cH:23][cH:24]2)[c:7]2[cH:8][cH:9][cH:10][cH:11][c:12]2[cH:13][cH:14]1.[CH3:27][OH:28].[Na+:26].[OH-:25]>>[O:2]=[C:3]([OH:4])[c:5]1[c:6]([O:15][CH2:16][CH2:17][O:18][c:19]2[cH:20][cH:21][cH:22][cH:23][cH:24]2)[c:7]2[cH:8][cH:9][cH:10][cH:11][c:12]2[cH:13][cH:14]1.